This data is from the Open Reaction Database (ORD), a public repository of structured organic reaction records. The task is: describe an organic reaction: reactants, conditions, products, and yield The reactants are C[C@@H](CC1=CNC2=CC=C(C=C12)OC)NC[C@H](O)C=1C=CC=2N(C1)N=NN2 ((R)-α-[[(1(S)-methyl-2-(5-methoxy-1H-indol-3-yl)ethyl)amino]methyl]tetrazolo[1,5-a]pyridine-6-methanol), O.O.Cl[Sn]Cl (SnCl2.2H2O), hydrochloride salt, C(Cl)Cl (CH2Cl2), [OH-].[Na+] (NaOH). The solvent is CO (MeOH), CO (methanol), Cl (HCl), CCOCC (ether), Cl (HCl). Run at time 20 minute. Yields the product Cl.Cl.NC1=CC=C(C=N1)[C@@H](O)CN[C@H](CC1=CNC2=CC=C(C=C12)OC)C ((R)-6-Amino-α-[[(1(S)-methyl-2-(5-methoxy-1H-indol-3-yl)ethyl)amino]methyl]-3-pyridinemethanol dihydrochloride). RXN SMILES: [CH3:1][C@H:2]([NH:15][CH2:16][C@@H:17]([C:19]1[CH:20]=[CH:21][C:22]2[N:23](N=N[N:27]=2)[CH:24]=1)[OH:18])[CH2:3][C:4]1[C:12]2[C:7](=[CH:8][CH:9]=[C:10]([O:13][CH3:14])[CH:11]=2)[NH:6][CH:5]=1.O.O.[Cl:30][Sn]Cl.C(Cl)[Cl:34].[OH-].[Na+]>CO.Cl.CCOCC>[ClH:30].[ClH:34].[NH2:27][C:22]1[N:23]=[CH:24][C:19]([C@H:17]([CH2:16][NH:15][C@@H:2]([CH3:1])[CH2:3][C:4]2[C:12]3[C:7](=[CH:8][CH:9]=[C:10]([O:13][CH3:14])[CH:11]=3)[NH:6][CH:5]=2)[OH:18])=[CH:20][CH:21]=1 |f:1.2.3,5.6,10.11.12|. Reported procedure: To a solution of this tetrazole (391 mg) in 10 ml of methanol, 0.1 ml of concentrated HCl and 473 mg of SnCl2.2H2O were added. The reaction mixture was heated at reflux under nitrogen for 16 hours and then poured into a solution of CH2Cl2 (45 ml) and 1N NaOH solution (64 ml). The mixture was stirred for 20 minutes and the layers then separated. The aqueous phase was further extracted with CH2Cl2. The combined organic extracts were backed washed with saturated sodium chloride solution and dried w... The reactants are CC(C)(C)OC(=O)CC(N)C(O)CF, ClCCCl, C1CCOC1, CN(C)c1ccncc1, CC(C(=O)O)n1ccccc1=O, On1nnc2cccnc21. Product: CC(C(=O)NC(CC(=O)OC(C)(C)C)C(O)CF)n1ccccc1=O. RXN SMILES: [C:13]([CH3:14])([CH3:15])([CH3:16])[O:17][C:18]([CH2:19][CH:20]([CH:21]([CH2:22][F:23])[OH:24])[NH2:25])=[O:26].[CH2:37]([Cl:38])[CH2:39][Cl:40].[CH2:50]1[O:51][CH2:52][CH2:53][CH2:54]1.[CH3:41][N:42]([c:43]1[cH:44][cH:45][n:46][cH:47][cH:48]1)[CH3:49].[O:1]=[c:2]1[n:3]([CH:8]([C:9](=[O:10])[OH:11])[CH3:12])[cH:4][cH:5][cH:6][cH:7]1.[OH:27][n:28]1[c:29]2[n:30][cH:31][cH:32][cH:33][c:34]2[n:35][n:36]1>>[O:1]=[c:2]1[n:3]([CH:8]([C:9](=[O:11])[NH:25][CH:20]([CH2:19][C:18]([O:17][C:13]([CH3:14])([CH3:15])[CH3:16])=[O:26])[CH:21]([CH2:22][F:23])[OH:24])[CH3:12])[cH:4][cH:5][cH:6][cH:7]1. Reactants: CN1C(CC2=CC=CN=C12)=O (1-methyl-7-aza-2-indolinone), C(C)(=O)OC1=CC=C2CC(N(C2=C1)C)=O (6-acetoxy-1-methyl-2-oxindole), P12(=S)SP3(=S)SP(=S)(S1)SP(=S)(S2)S3 (P2S5), C(=O)([O-])[O-].[Na+].[Na+] (Na2CO3). Solvent: C1CCOC1 (THF), C1CCOC1 (THF). Conditions: time 18 hour. Yields the product CN1C(CC2=CC=CN=C12)=S (1-methyl-7-aza-2-indolinethione), C(C)(=O)OC1=CC=C2CC(N(C2=C1)C)=S (6-acetoxy-1-methyl-2-indolinethione). RXN SMILES: P12(SP3(SP(SP(S3)(S1)=S)(=S)S2)=S)=[S:2].C([O-])([O-])=O.[Na+].[Na+].[CH3:21][N:22]1[C:30]2[C:25](=[CH:26][CH:27]=[CH:28][N:29]=2)[CH2:24][C:23]1=O.[C:32]([O:35][C:36]1[CH:44]=[C:43]2[C:39]([CH2:40][C:41](=O)[N:42]2[CH3:45])=[CH:38][CH:37]=1)(=[O:34])[CH3:33]>C1COCC1>[CH3:21][N:22]1[C:30]2[C:25](=[CH:26][CH:27]=[CH:28][N:29]=2)[CH2:24][C:23]1=[S:2].[C:32]([O:35][C:36]1[CH:44]=[C:43]2[C:39]([CH2:40][C:41](=[S:2])[N:42]2[CH3:45])=[CH:38][CH:37]=1)(=[O:34])[CH3:33] |f:1.2.3|. Reported procedure: P2S5 (3.80 g, 8.10 mmol) was added to a vigorously stirred suspension of Na2CO3 (0.88 g, 8.10 mmol) in THF (30 mL). After the mixture had become homogeneous (ca. 15 minutes), a solution of 1-methyl-7-aza-2-indolinone [VII: R1 =7-aza, R3 =Me] (1.00 g) in THF (10 mL) was added and stirring was continued for 18 hours at 20° C. Solvent was removed under reduced pressure, and the residue was partitioned between EtOAc and water. Workup of the organic layer, and chromatography of the residue on silica ... Starting materials: BrC1=CN=C2N1C=CC(=C2F)Cl (3-Bromo-7-chloro-8-fluoroimidazo[1,2-α]pyridine), FC1=C(C=C(C=C1)B1OC(C(O1)(C)C)(C)C)C=1C(=CC=CC1)C#N (2′-fluoro-5′-(4,4,5,5-tetramethyl-[1,3,2]dioxaborolan-2-yl)biphenyl-2-carbonitrile). Product: ClC1=C(C=2N(C=C1)C(=CN2)C=2C=CC(=C(C2)C=2C(=CC=CC2)C#N)F)F (5′-[7-chloro-8-fluoroimidazo[1,2-α]pyridin-3-yl]-2′-fluorobiphenyl-2-carbonitrile). Yield: 70.3%. RXN SMILES: Br[C:2]1[N:6]2[CH:7]=[CH:8][C:9]([Cl:12])=[C:10]([F:11])[C:5]2=[N:4][CH:3]=1.[F:13][C:14]1[CH:19]=[CH:18][C:17](B2OC(C)(C)C(C)(C)O2)=[CH:16][C:15]=1[C:29]1[C:30]([C:35]#[N:36])=[CH:31][CH:32]=[CH:33][CH:34]=1>>[Cl:12][C:9]1[CH:8]=[CH:7][N:6]2[C:2]([C:17]3[CH:18]=[CH:19][C:14]([F:13])=[C:15]([C:29]4[C:30]([C:35]#[N:36])=[CH:31][CH:32]=[CH:33][CH:34]=4)[CH:16]=3)=[CH:3][N:4]=[C:5]2[C:10]=1[F:11]. Reported procedure: 3-Bromo-7-chloro-8-fluoroimidazo[1,2-α]pyridine (70 mg, 0.28 mmol) was coupled with 2′-fluoro-5′-(4,4,5,5-tetramethyl-[1,3,2]dioxaborolan-2-yl)biphenyl-2-carbonitrile (109 mg, 0.34 mmol), as described in Example 1, to afford the title compound as a white amorphous solid (72 mg, 71%): δH (400 MHz, DMSO) 7.11 (1H, t, J 7.0), 7.60-7.70 (2H, m), 7.78 (1H, s), 7.85-7.89 (3H, m), 7.93 (1H, s), 8.04 (1H, dd, J 0.8, 7.8), 8.52 (1H, dd, J 1.0, 7.2); m/z (ES+) 366 (100%, [MH]+). Starting materials: O1C(=CC=C1)C(=O)NN (2-furancarboxylic acid hydrazide), Cl.C(C)OC(CS(=O)(=O)C1=CC=CC=C1)=N (2-(phenylsulfonyl)-ethanimidic acid ethyl ester hydrochloride), C([O-])(O)=O.[Na+] (sodiumbicarbonate), [OH-].[Na+] (sodium hydoxide). Solvent: C(Cl)(Cl)Cl (chloroform), C(Cl)(Cl)Cl (chloroform). Yields the product NC(CS(=O)(=O)C1=CC=CC=C1)=NNC(=O)C=1OC=CC1 (furan-2-carboxylic acid (1-amino-2-benzenesulfonyl-ethylidene)-hydrazide). RXN SMILES: Cl.C(O[C:5](=[NH:16])[CH2:6][S:7]([C:10]1[CH:15]=[CH:14][CH:13]=[CH:12][CH:11]=1)(=[O:9])=[O:8])C.[OH-].[Na+].C(=O)(O)[O-].[Na+].[O:24]1[CH:28]=[CH:27][CH:26]=[C:25]1[C:29]([NH:31][NH2:32])=[O:30]>C(Cl)(Cl)Cl>[NH2:16][C:5](=[N:32][NH:31][C:29]([C:25]1[O:24][CH:28]=[CH:27][CH:26]=1)=[O:30])[CH2:6][S:7]([C:10]1[CH:15]=[CH:14][CH:13]=[CH:12][CH:11]=1)(=[O:9])=[O:8] |f:0.1,2.3,4.5|. Procedure details: A suspension of 85.0 g (0.32 mol) 2-(phenylsulfonyl)-ethanimidic acid ethyl ester hydrochloride in 700 ml chloroform was treated with 320 ml 1N aqueous sodium hydoxide. 100 ml of a saturated aqueous sodiumbicarbonate solution was added and the mixture was extracted with chloroform. The extracts were combined and dried with sodium sulfate and the solvents were distilled off under reduced pressure. The resulting colorless oil was stirred together with 42.6 g (0.34 mol) 2-furancarboxylic acid hydra... The reactants are COc1c(OC(C)=O)c(C)c2c(c1OC)OC(C)(CBr)C2, CO, Cl, [Na+], [OH-]. Yields the product COc1c(O)c(C)c2c(c1OC)OC(C)(CBr)C2. RXN SMILES: [C:3](=[O:4])([CH3:5])[O:6][c:7]1[c:8]([O:22][CH3:23])[c:9]([O:20][CH3:21])[c:10]2[c:11]([c:18]1[CH3:19])[CH2:12][C:13]([CH3:15])([CH2:16][Br:17])[O:14]2.[CH3:25][OH:26].[ClH:24].[Na+:2].[OH-:1]>>[OH:6][c:7]1[c:8]([O:22][CH3:23])[c:9]([O:20][CH3:21])[c:10]2[c:11]([c:18]1[CH3:19])[CH2:12][C:13]([CH3:15])([CH2:16][Br:17])[O:14]2.